This data is from the Open Reaction Database (ORD), a public repository of structured organic reaction records. The task is: describe an organic reaction: reactants, conditions, products, and yield The reactants are Cl.OC=1C(=C(C=CC1O)C(CNC(CC1=CC=CC=C1)(C)C)=O)OC (1-(3,4-dihydroxy-2-methoxyphenyl)-2-(1,1-dimethyl-2-phenylethylamino)ethanone hydrochloride). Reagents/catalysts: [Pt](=O)=O (platinum(IV) oxide). Run in CO (methanol). Yields the product CC(CC1=CC=CC=C1)(C)NCC(O)C=1C(=C(C(=CC1)O)O)OC (4-{2-[1,1-dimethyl-2-phenylethylamino]-1-hydroxyethyl}-3-methoxybenzene-1,2-diol). The yield is 64.5%. Reaction SMILES: Cl.[OH:2][C:3]1[C:4]([O:24][CH3:25])=[C:5]([C:10](=[O:23])[CH2:11][NH:12][C:13]([CH3:22])([CH3:21])[CH2:14][C:15]2[CH:20]=[CH:19][CH:18]=[CH:17][CH:16]=2)[CH:6]=[CH:7][C:8]=1[OH:9]>CO.[Pt](=O)=O>[CH3:22][C:13]([NH:12][CH2:11][CH:10]([C:5]1[C:4]([O:24][CH3:25])=[C:3]([OH:2])[C:8]([OH:9])=[CH:7][CH:6]=1)[OH:23])([CH3:21])[CH2:14][C:15]1[CH:16]=[CH:17][CH:18]=[CH:19][CH:20]=1 |f:0.1|. Procedure: 10 g of 1-(3,4-dihydroxy-2-methoxyphenyl)-2-(1,1-dimethyl-2-phenylethylamino)ethanone hydrochloride is hydrogenated with 0.5 g of platinum(IV) oxide in 200 mL methanol. The catalyst is suction filtered and the solvent is distilled off under reduced pressure. The residue remaining is dissolved in 200 mL acetonitrile, combined with 5 g of sodium benzoate and refluxed for 15 minutes. After the excess sodium benzoate has been filtered off, the product which crystallizes out of the filtrate is filter... Product: O=C(CC(=O)OCCC#N)CC (2-Cyanoethyl 3-oxopentanoate). Reactants: C(CC)(=O)CC(=O)OCC (ethyl propionylacetate), OCCC#N (3-hydroxypropionitrile). Solvent: CCO (EtOH). The yield is 62.5%. Procedure: A solution of ethyl propionylacetate (50 g, 0.35 mol, 1.0 equiv) and 3-hydroxypropionitrile (35 mL, 0.52 mol, 1.5 equiv) was heated at 190-210° C. while EtOH (19 mL) was collected by distillation. The residue was distilled in vacuo to afford 37 g (63%) of yellow oil (b.p. 120-125° C./0.4 mm Hg), which was characterized spectroscopically. RXN SMILES: [C:1]([CH2:5][C:6]([O:8][CH2:9][CH3:10])=[O:7])(=[O:4])[CH2:2][CH3:3].OCC[C:14]#[N:15]>CCO>[O:4]=[C:1]([CH2:2][CH3:3])[CH2:5][C:6]([O:8][CH2:9][CH2:10][C:14]#[N:15])=[O:7].